From a dataset of the Open Reaction Database (ORD), a public repository of structured organic reaction records. describe an organic reaction: reactants, conditions, products, and yield Starting materials: C1(CCCC1)C(=O)N1CC(CC(C1)C1=CC=C(C=C1)CC)C(=O)O (1-(cyclopentylcarbonyl)-5-(4-ethylphenyl)piperidine-3-carboxylic acid), ON=C(N)C1=NOC(=C1)C (N′-hydroxy-5-methylisoxazole-3-carboximidamide). The product is C1(CCCC1)C(=O)N1CC(CC(C1)C1=NC(=NO1)C1=NOC(=C1)C)C1=CC=C(C=C1)CC (1-(Cyclopentylcarbonyl)-3-(4-ethylphenyl)-5-[3-(5-methylisoxazol-3-yl)-1,2,4-oxadiazol -5-yl]piperidine). Reaction SMILES: [CH:1]1([C:6]([N:8]2[CH2:13][CH:12]([C:14]3[CH:19]=[CH:18][C:17]([CH2:20][CH3:21])=[CH:16][CH:15]=3)[CH2:11][CH:10]([C:22](O)=O)[CH2:9]2)=[O:7])[CH2:5][CH2:4][CH2:3][CH2:2]1.[OH:25][N:26]=[C:27]([C:29]1[CH:33]=[C:32]([CH3:34])[O:31][N:30]=1)[NH2:28]>>[CH:1]1([C:6]([N:8]2[CH2:9][CH:10]([C:22]3[O:25][N:26]=[C:27]([C:29]4[CH:33]=[C:32]([CH3:34])[O:31][N:30]=4)[N:28]=3)[CH2:11][CH:12]([C:14]3[CH:19]=[CH:18][C:17]([CH2:20][CH3:21])=[CH:16][CH:15]=3)[CH2:13]2)=[O:7])[CH2:5][CH2:4][CH2:3][CH2:2]1. Procedure details: 66 mg (0.20 mmol) of 1-(cyclopentylcarbonyl)-5-(4-ethylphenyl)piperidine-3-carboxylic acid (Example 7A) and 31 mg (0.22 mmol, 1.1 eq.) of N′-hydroxy-5-methylisoxazole-3-carboximidamide were reacted according to the General Method 1. Yield: 50 mg (58% of theory) Starting materials: O.O.N1=CC=CC2=C(C=CC=C12)N1N=CC(=C1C1CC1)C(=O)NC(=N)N ([1-(quinolin-5-yl)-5-cyclopropyl-1H-pyrazole-4-carbonyl]guanidine dihydrate), Cl (hydrochloric acid). Solvent: O1CCCC1 (tetrahydrofuran). Reaction conditions: time 1 minute. The product is O.Cl.N1=CC=CC2=C(C=CC=C12)N1N=CC(=C1C1CC1)C(=O)NC(=N)N ([1-(Quinolin-5-yl)-5-cyclopropyl-1H-pyrazole-4-carbonyl]guanidine hydrochloride monohydrate). Yield: 165.0%. As a reaction SMILES: O.O.[N:3]1[C:12]2[C:7](=[C:8]([N:13]3[C:17]([CH:18]4[CH2:20][CH2:19]4)=[C:16]([C:21]([NH:23][C:24]([NH2:26])=[NH:25])=[O:22])[CH:15]=[N:14]3)[CH:9]=[CH:10][CH:11]=2)[CH:6]=[CH:5][CH:4]=1.[ClH:27]>O1CCCC1>[OH2:22].[ClH:27].[N:3]1[C:12]2[C:7](=[C:8]([N:13]3[C:17]([CH:18]4[CH2:20][CH2:19]4)=[C:16]([C:21]([NH:23][C:24]([NH2:26])=[NH:25])=[O:22])[CH:15]=[N:14]3)[CH:9]=[CH:10][CH:11]=2)[CH:6]=[CH:5][CH:4]=1 |f:0.1.2,5.6.7|. Procedure: A suspension of [1-(quinolin-5-yl)-5-cyclopropyl-1H-pyrazole-4-carbonyl]guanidine dihydrate (1.28 g, 3.59 mmol) in tetrahydrofuran (38:4 mL) with vigorous stirring was treated with concentrated hydrochloric acid (0.30 mL, 3.6 mmol). The mixture became homogeneous within one minute and then a solid began to precipitate. The resulting mixture was stirred vigorously for 1 h and filtered. The solid was air-dried to provide 1.11 g (82% yield) of the title compound. The reactants are C(C)OCC (ethyl ether), C1(=CC=CC=C1)CC(=O)O (phenylacetic acid), CS(=O)(=O)OC1=CC2=CC=C(C=C2C=C1)C(N)=N (6-amidino-2-naphthol methanesulfonate), C1CCC(CC1)N=C=NC2CCCCC2 (DCC). Solvent: N1=CC=CC=C1 (pyridine). Conditions: time 30 minute. Yields the product C1(=CC=CC=C1)CC(=O)OC1=CC2=CC=C(C=C2C=C1)C(N)=N (6-amidino-2-naphthyl phenylacetate). Isolated yield 55.9%. As a reaction SMILES: [C:1]1([CH2:7][C:8]([OH:10])=[O:9])[CH:6]=[CH:5][CH:4]=[CH:3][CH:2]=1.C1CCC(N=C=NC2CCCCC2)CC1.CS(O[C:31]1[CH:40]=[CH:39][C:38]2[C:33](=[CH:34][CH:35]=[C:36]([C:41](=[NH:43])[NH2:42])[CH:37]=2)[CH:32]=1)(=O)=O.C(OCC)C>N1C=CC=CC=1>[C:1]1([CH2:7][C:8]([O:10][C:31]2[CH:40]=[CH:39][C:38]3[C:33](=[CH:34][CH:35]=[C:36]([C:41](=[NH:42])[NH2:43])[CH:37]=3)[CH:32]=2)=[O:9])[CH:6]=[CH:5][CH:4]=[CH:3][CH:2]=1. Reported procedure: To a solution of 2.4 g of phenylacetic acid in 50 ml of anhydrous pyridine, while being cooled and stirred, was added 4.4 g of DCC. After 30 minutes, to the mixture was added 5.0 g of 6-amidino-2-naphthol methanesulfonate. The mixture was stirred at room temperature for 24 hours, mixed with ethyl ether, and the precipitate was collected by filtration. The precipitate was dissolved in DMF and the insolubles were filtered off. The filtrate containing the DMF-soluble substances was mixed with ethyl... Reactants: Cc1nn(-c2ccc(CCNC(=O)Oc3ccccc3)cc2)c(C)c1-c1ccccc1, CN(C)C=O, [H-], [Na+], NS(=O)(=O)c1ccccc1. Yields the product Cc1nn(-c2ccc(CCNC(=O)NS(=O)(=O)c3ccccc3)cc2)c(C)c1-c1ccccc1. As a reaction SMILES: [CH3:13][c:14]1[n:15][n:16](-[c:26]2[cH:27][cH:28][c:29]([CH2:32][CH2:33][NH:34][C:35]([O:36][c:38]3[cH:39][cH:40][cH:41][cH:42][cH:43]3)=[O:37])[cH:30][cH:31]2)[c:17]([CH3:25])[c:18]1-[c:19]1[cH:20][cH:21][cH:22][cH:23][cH:24]1.[CH3:44][N:45]([CH3:46])[CH:47]=[O:48].[H-:11].[Na+:12].[c:1]1([S:7](=[O:8])(=[O:9])[NH2:10])[cH:2][cH:3][cH:4][cH:5][cH:6]1>>[c:1]1([S:7](=[O:8])(=[O:9])[NH:10][C:35]([NH:34][CH2:33][CH2:32][c:29]2[cH:28][cH:27][c:26](-[n:16]3[n:15][c:14]([CH3:13])[c:18](-[c:19]4[cH:20][cH:21][cH:22][cH:23][cH:24]4)[c:17]3[CH3:25])[cH:31][cH:30]2)=[O:36])[cH:2][cH:3][cH:4][cH:5][cH:6]1. The reactants are C(C1=CC=CC=C1)OC1=C(C(=O)NC2=C(C(=O)OC(C)(C)C)C=CC(=C2)C2=CC=CC=C2)C=C(C=C1)CCN1CCN(CC1)CC (tert-butyl 2-(2-(benzyloxy)-5-(2-(4-ethylpiperazin-1-yl)ethyl)benzamido)-4-phenylbenzoate). Reagents/catalysts: [C].[Pd] (palladium-carbon). The solvent is CO (methanol), C(C)(=O)OCC (ethyl acetate). Reaction conditions: time 30 minute. Product: C(C)N1CCN(CC1)CCC=1C=CC(=C(C(=O)NC2=C(C(=O)OC(C)(C)C)C=CC(=C2)C2=CC=CC=C2)C1)O (tert-butyl 2-(5-(2-(4-ethylpiperazin-1-yl)ethyl)-2-hydroxybenzamido)-4-phenylbenzoate). Yield: 88.7%. RXN SMILES: C([O:8][C:9]1[CH:36]=[CH:35][C:34]([CH2:37][CH2:38][N:39]2[CH2:44][CH2:43][N:42]([CH2:45][CH3:46])[CH2:41][CH2:40]2)=[CH:33][C:10]=1[C:11]([NH:13][C:14]1[CH:26]=[C:25]([C:27]2[CH:32]=[CH:31][CH:30]=[CH:29][CH:28]=2)[CH:24]=[CH:23][C:15]=1[C:16]([O:18][C:19]([CH3:22])([CH3:21])[CH3:20])=[O:17])=[O:12])C1C=CC=CC=1>CO.C(OCC)(=O)C.[C].[Pd]>[CH2:45]([N:42]1[CH2:41][CH2:40][N:39]([CH2:38][CH2:37][C:34]2[CH:35]=[CH:36][C:9]([OH:8])=[C:10]([CH:33]=2)[C:11]([NH:13][C:14]2[CH:26]=[C:25]([C:27]3[CH:32]=[CH:31][CH:30]=[CH:29][CH:28]=3)[CH:24]=[CH:23][C:15]=2[C:16]([O:18][C:19]([CH3:22])([CH3:21])[CH3:20])=[O:17])=[O:12])[CH2:44][CH2:43]1)[CH3:46] |f:3.4|. Procedure: To a solution mixture of the obtained tert-butyl 2-(2-(benzyloxy)-5-(2-(4-ethylpiperazin-1-yl)ethyl)benzamido)-4-phenylbenzoate (0.062 g) in methanol (1.5 mL) and ethyl acetate (1.5 mL), 10% palladium-carbon (0.062 g) was added, followed by stirring under a hydrogen atmosphere at room temperature for 2 hours and 30 minutes. The insoluble substance was removed by filtration, and the solvent was evaporated under reduced pressure to obtain 0.047 g of tert-butyl 2-(5-(2-(4-ethylpiperazin-1-yl)ethyl)... Starting materials: BrC1=CN=C(C2=C1NC=1C=CC(=CC21)F)Cl (4-Bromo-1-chloro-8-fluoro-5H-pyrido[4,3-b]indole), COCCOCCOC (diglyme), 3H-spiro[2-benzofuran-1,4′-piperidinium]chloride, CCN(C(C)C)C(C)C (Hunig's Base). Solvent: CCOC(=O)C (EtOAc). Run at temperature 150 celsius. Product: BrC1=CN=C(C2=C1NC=1C=CC(=CC21)F)N2CCC1(CC2)OCC2=C1C=CC=C2 (1′-(4-Bromo-8-fluoro-5H-pyrido[4,3-b]indol-1-yl)-3H-spiro[2-benzofuran-1,4′-piperidine]). Reaction SMILES: [Br:1][C:2]1[C:7]2[NH:8][C:9]3[CH:10]=[CH:11][C:12]([F:15])=[CH:13][C:14]=3[C:6]=2[C:5](Cl)=[N:4][CH:3]=1.CC[N:19]([CH:23]([CH3:25])C)[CH:20]([CH3:22])C.CO[CH2:28][CH2:29][O:30][CH2:31][CH2:32]OC>CCOC(C)=O>[Br:1][C:2]1[C:7]2[NH:8][C:9]3[CH:10]=[CH:11][C:12]([F:15])=[CH:13][C:14]=3[C:6]=2[C:5]([N:19]2[CH2:20][CH2:22][C:31]3([C:32]4[CH:3]=[CH:2][CH:7]=[CH:6][C:28]=4[CH2:29][O:30]3)[CH2:25][CH2:23]2)=[N:4][CH:3]=1. Procedure: 4-Bromo-1-chloro-8-fluoro-5H-pyrido[4,3-b]indole (150 mg, 0.501 mmol) and 3H-spiro[2-benzofuran-1,4′-piperidinium]chloride (565 mg, 2.504 mmol) were placed in a vial and suspended in diglyme (3 mL) and Hunig's Base (0.875 mL, 5.01 mmol). The reaction mixture was heated to 150° C. for 4 days. The solution was cooled to ambient temperature, diluted with EtOAc and washed with water. The organic layer was separated, dried over magnesium sulfate, filtered and concentrated. The crude residue was purif... Starting materials: CN(C)C1CCNC1, CC1Cc2ccc(-c3ccnc(C(=O)O)c3)cc2CN1c1cc(N2CCN(C)CC2)nc(N)n1. Product: CC1Cc2ccc(-c3ccnc(C(=O)N4CCC(N(C)C)C4)c3)cc2CN1c1cc(N2CCN(C)CC2)nc(N)n1. RXN SMILES: [CH3:35][N:36]([CH:37]1[CH2:38][NH:39][CH2:40][CH2:41]1)[CH3:42].[NH2:1][c:2]1[n:3][c:4]([N:28]2[CH2:29][CH2:30][N:31]([CH3:34])[CH2:32][CH2:33]2)[cH:5][c:6]([N:8]2[CH2:9][c:10]3[cH:11][c:12](-[c:19]4[cH:20][c:21]([C:25](=[O:26])[OH:27])[n:22][cH:23][cH:24]4)[cH:13][cH:14][c:15]3[CH2:16][CH:17]2[CH3:18])[n:7]1>>[NH2:1][c:2]1[n:3][c:4]([N:28]2[CH2:29][CH2:30][N:31]([CH3:34])[CH2:32][CH2:33]2)[cH:5][c:6]([N:8]2[CH2:9][c:10]3[cH:11][c:12](-[c:19]4[cH:20][c:21]([C:25](=[O:26])[N:39]5[CH2:38][CH:37]([N:36]([CH3:35])[CH3:42])[CH2:41][CH2:40]5)[n:22][cH:23][cH:24]4)[cH:13][cH:14][c:15]3[CH2:16][CH:17]2[CH3:18])[n:7]1.